This data is from the Open Reaction Database (ORD), a public repository of structured organic reaction records. The task is: describe an organic reaction: reactants, conditions, products, and yield Reactants: CO, N, COc1cc(=O)c2ccccc2[nH]c1=O. Yields the product Nc1cc(=O)c2ccccc2[nH]c1=O. RXN SMILES: [CH3:17][OH:18].[NH3:16].[O:1]=[c:2]1[c:3]([O:14][CH3:15])[cH:4][c:5](=[O:13])[c:6]2[c:7]([nH:8]1)[cH:9][cH:10][cH:11][cH:12]2>>[O:1]=[c:2]1[c:3]([NH2:16])[cH:4][c:5](=[O:13])[c:6]2[c:7]([nH:8]1)[cH:9][cH:10][cH:11][cH:12]2. Reactants: ClC=1C(=CC2=C(N(C(=N2)CC)C2=CC=C(C=C2)CCO)C1)C(=O)N (6-chloro-2-ethyl-1-[4-(2-hydroxyethyl)phenyl]-1H-benzimidazole-5-carboxamide), CS(=O)(=O)Cl (methansulfonyl chloride), O (water). Solvent: ClCCl (dichloromethane). Conditions: time 6 hour. Yields the product CS(=O)(=O)OCCC1=CC=C(C=C1)N1C(=NC2=C1C=C(C(=C2)C(=O)N)Cl)CC (2-{4-[5-(aminocarbonyl)-6-chloro-2-ethyl-1H-benzimidazol-1-yl]phenyl}ethyl methanesulfonate). Yield: 49.7%. As a reaction SMILES: [Cl:1][C:2]1[C:3]([C:22]([NH2:24])=[O:23])=[CH:4][C:5]2[N:9]=[C:8]([CH2:10][CH3:11])[N:7]([C:12]3[CH:17]=[CH:16][C:15]([CH2:18][CH2:19][OH:20])=[CH:14][CH:13]=3)[C:6]=2[CH:21]=1.[CH3:25][S:26](Cl)(=[O:28])=[O:27].O>ClCCl>[CH3:25][S:26]([O:20][CH2:19][CH2:18][C:15]1[CH:14]=[CH:13][C:12]([N:7]2[C:6]3[CH:21]=[C:2]([Cl:1])[C:3]([C:22]([NH2:24])=[O:23])=[CH:4][C:5]=3[N:9]=[C:8]2[CH2:10][CH3:11])=[CH:17][CH:16]=1)(=[O:28])=[O:27]. Procedure: A mixture of 6-chloro-2-ethyl-1-[4-(2-hydroxyethyl)phenyl]-1H-benzimidazole-5-carboxamide (Example 111, step 4, 500 mg, 1.45 mmol), triethylamnine (293 mg, 2.90 mmol) and methansulfonyl chloride (322 mg, 2.9 mmol) in dichloromethane (20 ml) was stirred at room temperature for 6 h. The reaction mixture was poured into water, and extracted with dichloromethane (50 ml). The organic layer was washed with brine (50 ml), then dried (Na2SO4). After removal of solvent, the crude product was purified by ... Starting materials: C(C)N([C@@H](CC(=O)O)C)C(=O)OC(C)(C)C (Ethyl N-BOC-3(R)-Methyl β-alanine), Cl (HCl). The solvent is C(C)(=O)OCC (ethyl acetate). The product is Cl.C(C)N[C@@H](CC(=O)O)C (Ethyl 3(R)-Methyl β-alanine HCl). As a reaction SMILES: [CH2:1]([N:3](C(OC(C)(C)C)=O)[C@H:4]([CH3:9])[CH2:5][C:6]([OH:8])=[O:7])[CH3:2].[ClH:17]>C(OCC)(=O)C>[ClH:17].[CH2:1]([NH:3][C@H:4]([CH3:9])[CH2:5][C:6]([OH:8])=[O:7])[CH3:2] |f:3.4|. Procedure details: To a mechanically stirred solution of 53 (2.2 g, 9.7 mmol) in ethyl acetate (180 mL) at -15° C. was vigorously bubbled HCl gas for 30 min. The cooling bath (ethanol/ice) was removed and the solution purged with argon for 1.0 h to remove excess HCl. Concentration furnished the amine HCl 54 as a yellow oil. Reactants: BrC=1C(=NC=CC1)F (3-bromo-2-fluoro-pyridine), CC1(OC(OC1(C)C)C=1CCOCC1)C (4-(4,4,5,5-Tetramethyl-[1,3]dioxolan-2-yl)-3,6-dihydro-2H-pyran), [O-]P(=O)([O-])[O-].[K+].[K+].[K+] (K3PO4), Pd (dppf)Cl2. Run in O1CCOCC1.O (1,4-Dioxane H2O). The product is FC1=NC=CC=C1C1CCOCC1 (2-fluoro-3-(tetrahydro-pyran-4-yl)-pyridine). Isolated yield 51.1%. As a reaction SMILES: Br[C:2]1[C:3]([F:8])=[N:4][CH:5]=[CH:6][CH:7]=1.CC1(C)C(C)(C)OC([C:17]2[CH2:18][CH2:19][O:20][CH2:21][CH:22]=2)O1.[O-]P([O-])([O-])=O.[K+].[K+].[K+]>O1CCOCC1.O>[F:8][C:3]1[C:2]([CH:17]2[CH2:22][CH2:21][O:20][CH2:19][CH2:18]2)=[CH:7][CH:6]=[CH:5][N:4]=1 |f:2.3.4.5,6.7|. Procedure details: A mixture of 3-bromo-2-fluoro-pyridine (500 mg, 2.84 mmol), 4-(4,4,5,5-Tetramethyl-[1,3]dioxolan-2-yl)-3,6-dihydro-2H-pyran (656 mg, 3.12 mmol), K3PO4 (1.2 g, 5.68 mmol), and Pd (dppf)Cl2 (208 mg, 0.284 mmol) in 1,4-Dioxane/H2O (5:1) (30 mL) was heated to reflux overnight under N2 atmosphere. The reaction mixture was filtered and the filtrate was concentrated and purification by prep-TLC to give 2-fluoro-3-(tetrahydro-pyran-4-yl)-pyridine (260 mg, 1.45 mmol, 51.2%). Reactants: O=C1CCN(CC1)C(=O)OC(C)(C)C (tert-butyl 4-oxopiperidine-1-carboxylate), BrC1=NC=CC(=C1)Cl (2-bromo-4-chloropyridine), C(CCC)[Li] (n-butyllithium), [Cl-].[NH4+] (ammonium chloride). Run in C(Cl)Cl (CH2Cl2), C(Cl)Cl (CH2Cl2), C(Cl)Cl (CH2Cl2). Conditions: time 15 minute. The product is ClC1=CC(=NC=C1)C1(CCN(CC1)C(=O)OC(C)(C)C)O (tert-butyl 4-(4-chloropyridin-2-yl)-4-hydroxypiperidine-1-carboxylate). As a reaction SMILES: Br[C:2]1[CH:7]=[C:6]([Cl:8])[CH:5]=[CH:4][N:3]=1.C([Li])CCC.[O:14]=[C:15]1[CH2:20][CH2:19][N:18]([C:21]([O:23][C:24]([CH3:27])([CH3:26])[CH3:25])=[O:22])[CH2:17][CH2:16]1.[Cl-].[NH4+]>C(Cl)Cl>[Cl:8][C:6]1[CH:5]=[CH:4][N:3]=[C:2]([C:15]2([OH:14])[CH2:16][CH2:17][N:18]([C:21]([O:23][C:24]([CH3:26])([CH3:25])[CH3:27])=[O:22])[CH2:19][CH2:20]2)[CH:7]=1 |f:3.4|. Reported procedure: To a solution of 2-bromo-4-chloropyridine (C2) (1.00 g, 5.20 mmol) in CH2Cl2 (10 mL) cooled to −78° C. was added n-butyllithium (1.6 M in hexanes, 3.57 mL, 5.72 mmol) dropwise. After 15 min, a solution of tert-butyl 4-oxopiperidine-1-carboxylate (C1) (1.14 g, 5.72 mmol) in CH2Cl2 (3 mL) was added dropwise. After 1 h, saturated aqueous ammonium chloride (5 mL) was added. The mixture was warmed to ambient temperature, diluted with CH2Cl2 and washed with saturated aqueous sodium bicarbonate and bri... The reactants are C(C=C)(=O)OCCOC(C=C)=O (ethylene diacrylate), CCCCCCCC/C=C\CCCCCCCCOCCO (Emulphor ON-870), S([O-])(O)=O.[Na+] (sodium bisulfite), C(C(=C)C)(=O)OCCN(CC)CC (N,N-diethylaminoethyl methacrylate), C(C(=C)C)(=O)OC (methyl methacrylate), S(=O)(=O)([O-])OOS(=O)(=O)[O-].[K+].[K+] (potassium persulfate). Procedure details: 50 Grams of N,N-diethylaminoethyl methacrylate, 50 g. of methyl methacrylate, 1 g. of Dupanol ME, 1 g. of Emulphor ON-870, 6 g. of ethylene diacrylate, 1 g. of potassium persulfate, and 0.5 g. of sodium bisulfite are dissolved or mixed with 1,000 g. of water. This mixture is tumbled in a water bath at 60° C. for 24 hr. to obtain a crosslinked copolymer of methyl methacrylate and N,N-diethylaminoethyl acrylate. The crosslinked polymer is separated from the aqueous dispersion by the method describ... As a reaction SMILES: [C:1]([O:6][CH2:7][CH2:8][N:9]([CH2:12][CH3:13])[CH2:10][CH3:11])(=[O:5])[C:2]([CH3:4])=[CH2:3].C(OC)(=O)C(C)=C.CCCCCCCC/C=C\CCCCCCCCOCCO.C(OCCOC(=O)C=C)(=O)C=C.S(OOS([O-])(=O)=O)([O-])(=O)=O.[K+].[K+].S(=O)(O)[O-].[Na+]>O>[C:1]([O:6][CH3:7])(=[O:5])[C:2]([CH3:4])=[CH2:3].[C:1]([O:6][CH2:7][CH2:8][N:9]([CH2:12][CH3:13])[CH2:10][CH3:11])(=[O:5])[CH:2]=[CH2:3] |f:4.5.6,7.8|. Run at time 24 hour. The product is C(C(=C)C)(=O)OC (methyl methacrylate), C(C=C)(=O)OCCN(CC)CC (N,N-diethylaminoethyl acrylate). The solvent is O (water). As a reaction SMILES: [CH2:1]([CH3:2])[c:3]1[n:4][c:5]2[c:6]([n:7]1[CH2:8][c:9]1[cH:10][cH:11][cH:12][c:13]3[cH:14][cH:15][cH:16][cH:17][c:18]13)[cH:19][c:20]([N:24]1[CH2:25][CH2:26][O:27][CH2:28][CH2:29]1)[cH:21][c:22]2[NH2:23].[FH:34].[N:30]([O-:31])=[O:32].[Na+:33].[cH:35]1[cH:36][cH:37][n:38][cH:39][cH:40]1>>[CH2:1]([CH3:2])[c:3]1[n:4][c:5]2[c:6]([n:7]1[CH2:8][c:9]1[cH:10][cH:11][cH:12][c:13]3[cH:14][cH:15][cH:16][cH:17][c:18]13)[cH:19][c:20]([N:24]1[CH2:25][CH2:26][O:27][CH2:28][CH2:29]1)[cH:21][c:22]2[F:34]. Product: CCc1nc2c(F)cc(N3CCOCC3)cc2n1Cc1cccc2ccccc12. Reactants: CCc1nc2c(N)cc(N3CCOCC3)cc2n1Cc1cccc2ccccc12, F, O=N[O-], [Na+], c1ccncc1.